This data is from the Open Reaction Database (ORD), a public repository of structured organic reaction records. The task is: describe an organic reaction: reactants, conditions, products, and yield The reactants are ice water, N1N=C(C2=CC=CC=C12)CC(=O)OCC (Ethyl 2-(1H-indazol-3-yl)acetate), [N+](=O)([O-])C1=CC=C(CBr)C=C1 (p-nitro benzyl bromide), [H-].[Na+] (sodium hydride). Solvent: CN(C=O)C (N,N-dimethylformamide). Yields the product [N+](=O)([O-])C1=CC=C(CN2N=C(C3=CC=CC=C23)CC(=O)OCC)C=C1 (ethyl 2-[1-(4-nitrobenzyl)-1H-indazol-3-yl]acetate). Isolated yield 52.2%. Reaction SMILES: [NH:1]1[C:9]2[C:4](=[CH:5][CH:6]=[CH:7][CH:8]=2)[C:3]([CH2:10][C:11]([O:13][CH2:14][CH3:15])=[O:12])=[N:2]1.[H-].[Na+].[N+:18]([C:21]1[CH:28]=[CH:27][C:24]([CH2:25]Br)=[CH:23][CH:22]=1)([O-:20])=[O:19]>CN(C)C=O>[N+:18]([C:21]1[CH:28]=[CH:27][C:24]([CH2:25][N:1]2[C:9]3[C:4](=[CH:5][CH:6]=[CH:7][CH:8]=3)[C:3]([CH2:10][C:11]([O:13][CH2:14][CH3:15])=[O:12])=[N:2]2)=[CH:23][CH:22]=1)([O-:20])=[O:19] |f:1.2|. Procedure: Ethyl 2-(1H-indazol-3-yl)acetate (408 mg, 2.0 mmol) was dissolved in N,N-dimethylformamide (20 mL), 60% sodium hydride (96 mg, 2.4 mmol) was added, and stirred at room temperature for half an hour. Then p-nitro benzyl bromide (475 mg, 2.2 mmol) was added, and reacted for 1 hour. Then, the reaction solution was poured into ice water and extracted with ethyl acetate. The organic phase was dried over anhydrous sodium sulfate, concentrated, chromatographed on a silica gel column (petroleum ether:eth...